This data is from the Open Reaction Database (ORD), a public repository of structured organic reaction records. The task is: describe an organic reaction: reactants, conditions, products, and yield Reactants: COc1cccc(C(=O)c2n[nH]c3c(C(F)(F)F)cccc23)c1, [H-], CC(C)I, [Na+], CN(C)C=O. The product is COc1cccc(C(=O)c2nn(C(C)C)c3c(C(F)(F)F)cccc23)c1. As a reaction SMILES: [CH3:1][O:2][c:3]1[cH:4][c:5]([C:9](=[O:10])[c:11]2[n:12][nH:13][c:14]3[c:15]([C:20]([F:21])([F:22])[F:23])[cH:16][cH:17][cH:18][c:19]23)[cH:6][cH:7][cH:8]1.[H-:24].[I:26][CH:27]([CH3:28])[CH3:29].[Na+:25].[O:30]=[CH:31][N:32]([CH3:33])[CH3:34]>>[CH3:1][O:2][c:3]1[cH:4][c:5]([C:9](=[O:10])[c:11]2[n:12][n:13]([CH:27]([CH3:28])[CH3:29])[c:14]3[c:15]([C:20]([F:21])([F:22])[F:23])[cH:16][cH:17][cH:18][c:19]23)[cH:6][cH:7][cH:8]1. The reactants are NC1CCCCC1, NC(N)=O, N, O. Product: NC(=O)NC1CCCCC1. As a reaction SMILES: [NH2:1][CH:2]1[CH2:3][CH2:4][CH2:5][CH2:6][CH2:7]1.[NH2:8][C:9]([NH2:10])=[O:11].[NH3:12].[OH2:13]>>[NH:1]([CH:2]1[CH2:3][CH2:4][CH2:5][CH2:6][CH2:7]1)[C:9]([NH2:8])=[O:11].